From a dataset of the Open Reaction Database (ORD), a public repository of structured organic reaction records. describe an organic reaction: reactants, conditions, products, and yield Reactants: C(C)(=O)SCCC(=O)N1[C@H](C(=O)O)C[C@@H](C1)OC (1-(3-acetylthio-1-oxopropyl)-cis-4-methoxy-L-proline), N (ammonia). Product: SCCC(=O)N1[C@H](C(=O)O)C[C@@H](C1)OC (1-(3-mercapto-1-oxopropyl)-cis-4-methoxy-L-proline). RXN SMILES: C([S:4][CH2:5][CH2:6][C:7]([N:9]1[CH2:16][C@@H:15]([O:17][CH3:18])[CH2:14][C@H:10]1[C:11]([OH:13])=[O:12])=[O:8])(=O)C.N>>[SH:4][CH2:5][CH2:6][C:7]([N:9]1[CH2:16][C@@H:15]([O:17][CH3:18])[CH2:14][C@H:10]1[C:11]([OH:13])=[O:12])=[O:8]. Procedure: The 1-(3-acetylthio-1-oxopropyl)-cis-4-methoxy-L-proline is hydrolyzed with an aqueous solution of ammonia according to the procedure of Example 2 to yield 1-(3-mercapto-1-oxopropyl)-cis-4-methoxy-L-proline. Solvent: C(CO)O (ethylene glycol), C(C)(=O)OCC (ethyl acetate). Starting materials: CC(C(=O)OC)(COC(C1=CC=CC=C1)(C1=CC=CC=C1)C1=CC=CC=C1)C (methyl 2,2-dimethyl-3-trityloxy-propionate), [OH-].[K+] (potassium hydroxide). Yields the product CC(C(=O)O)(COC(C1=CC=CC=C1)(C1=CC=CC=C1)C1=CC=CC=C1)C (2,2-dimethyl-3-trityloxy-propanoic acid). Isolated yield 14.6%. Procedure: A solution of 53.5 g of raw methyl 2,2-dimethyl-3-trityloxy-propionate and 16.8 g of potassium hydroxide in 100 ml of ethylene glycol was heated to 160° C. for 4 hours. The mixture was cooled, diluted with 400 ml of ethyl acetate, and then washed successively with ice-cold 1N hydrochloric acid and with brine. The organic layer was dried over sodium sulfate, and the solvent was evaporated in vacuo. The residue was triturated with diethylether, unsoluble material was filtered off, and the filtrate... RXN SMILES: [CH3:1][C:2]([CH3:28])([CH2:7][O:8][C:9]([C:22]1[CH:27]=[CH:26][CH:25]=[CH:24][CH:23]=1)([C:16]1[CH:21]=[CH:20][CH:19]=[CH:18][CH:17]=1)[C:10]1[CH:15]=[CH:14][CH:13]=[CH:12][CH:11]=1)[C:3]([O:5]C)=[O:4].[OH-].[K+]>C(O)CO.C(OCC)(=O)C>[CH3:1][C:2]([CH3:28])([CH2:7][O:8][C:9]([C:22]1[CH:27]=[CH:26][CH:25]=[CH:24][CH:23]=1)([C:16]1[CH:17]=[CH:18][CH:19]=[CH:20][CH:21]=1)[C:10]1[CH:15]=[CH:14][CH:13]=[CH:12][CH:11]=1)[C:3]([OH:5])=[O:4] |f:1.2|. Starting materials: BrC1=C(C=CC(=C1)F)C1N=C(NC(=C1C(=O)OCC)CBr)C=1SC=CN1 (Ethyl 4-(2-bromo-4-fluorophenyl)-6-(bromomethyl)-2-(thiazol-2-yl)-1,4-dihydropyrimidine-5-carboxylate), Cl.C(C)(=O)OCCNC(=O)[C@H]1NCCOC1 ((S)-2-(morpholine-3-carboxamido)ethyl acetate hydrochloride). The product is C(C)(=O)OCCNC(=O)[C@@H]1COCCN1CC1=C(C(N=C(N1)C=1SC=CN1)C1=C(C=C(C=C1)F)Br)C(=O)OCC (Ethyl 6-(((S)-3-((2-acetoxyethyl)carbamoyl)morpholino)methyl)-4-(2-bromo-4-fluorophenyl)-2-(thiazol-2-yl)-1,4-dihydropyrimidine-5-carboxylate). Yield: 26.1%. As a reaction SMILES: [Br:1][C:2]1[CH:7]=[C:6]([F:8])[CH:5]=[CH:4][C:3]=1[CH:9]1[C:14]([C:15]([O:17][CH2:18][CH3:19])=[O:16])=[C:13]([CH2:20]Br)[NH:12][C:11]([C:22]2[S:23][CH:24]=[CH:25][N:26]=2)=[N:10]1.Cl.[C:28]([O:31][CH2:32][CH2:33][NH:34][C:35]([C@@H:37]1[CH2:42][O:41][CH2:40][CH2:39][NH:38]1)=[O:36])(=[O:30])[CH3:29]>>[C:28]([O:31][CH2:32][CH2:33][NH:34][C:35]([C@H:37]1[N:38]([CH2:20][C:13]2[NH:12][C:11]([C:22]3[S:23][CH:24]=[CH:25][N:26]=3)=[N:10][CH:9]([C:3]3[CH:4]=[CH:5][C:6]([F:8])=[CH:7][C:2]=3[Br:1])[C:14]=2[C:15]([O:17][CH2:18][CH3:19])=[O:16])[CH2:39][CH2:40][O:41][CH2:42]1)=[O:36])(=[O:30])[CH3:29] |f:1.2|. Procedure details: Ethyl 4-(2-bromo-4-fluorophenyl)-6-(bromomethyl)-2-(thiazol-2-yl)-1,4-dihydropyrimidine-5-carboxylate (0.6 g, 1.2 mmol) was reacted with (S)-2-(morpholine-3-carboxamido)ethyl acetate hydrochloride (0.3 g, 1.2 mmol) according to the procedure as described in Example 24 to give the title compound as a yellow solid (0.2 g, 26%). The compound was characterized by the following spectroscopic data: The reactants are C(C(=O)C)C1CN(CC(C1=O)C)CC1=CC=CC=C1 (3-acetonyl-1-benzyl-5-methyl-4-piperidone), CC1=CC=C(CN)C=C1 (p-methylbenzylamine). The product is C(C1=CC=CC=C1)N1CC2=C(C(C1)C)N(C(=C2)C)CC2=CC=C(C=C2)C (5-Benzyl-1-(p-methylbenzyl)-4,5,6,7-tetrahydro-2,7-dimethyl-1H-pyrrolo[3,2-c]pyridine). Reaction SMILES: [CH2:1]([CH:5]1[C:10](=O)[CH:9]([CH3:12])[CH2:8][N:7]([CH2:13][C:14]2[CH:19]=[CH:18][CH:17]=[CH:16][CH:15]=2)[CH2:6]1)[C:2]([CH3:4])=O.[CH3:20][C:21]1[CH:28]=[CH:27][C:24]([CH2:25][NH2:26])=[CH:23][CH:22]=1>>[CH2:13]([N:7]1[CH2:8][CH:9]([CH3:12])[C:10]2[N:26]([CH2:25][C:24]3[CH:27]=[CH:28][C:21]([CH3:20])=[CH:22][CH:23]=3)[C:2]([CH3:4])=[CH:1][C:5]=2[CH2:6]1)[C:14]1[CH:19]=[CH:18][CH:17]=[CH:16][CH:15]=1. Procedure: Using a procedure to analogous to Example 3, 3-acetonyl-1-benzyl-5-methyl-4-piperidone may be reacted with p-methylbenzylamine to give the title compound. Reported procedure: A solution of 156.6 mg of 1-(1,1-dimethyl-1-butyloxycarbonyloxy)ethyl chloride in 2.0 ml of DMF was added to a suspension of 176.1 mg of silver iodide in 2.0 ml of DMF. The mixture was stirred in an argon atmosphere at room temperature for one hr. A solution of 200.0 mg of sodium(1S,5R,6S)-6-((1R)-1-hydroxyethyl)-1-methyl-2-(7-methylthio-imidazo[5,1-b]thiazol-2-yl)-1-carbapen-2-em-3-carboxylate in 1.0 ml of DMF was added thereto, followed by stirring for 3 hr. Water (10 ml) was added to the reac... Run at time 1 hour. The yield is 29.9%. Run in CN(C)C=O (DMF), CN(C)C=O (DMF), CN(C)C=O (DMF). Reagents/catalysts: [Ag]I (silver iodide). Yields the product O[C@H](C)[C@@H]1[C@@H]2N(C(=C([C@@H]2C)C2=CN3C(S2)=C(N=C3)SC)C(=O)OC(C)OC(=O)OC(CCC)(C)C)C1=O (1-(1,1-Dimethyl-1-butyloxycarbonyloxy)ethyl(1S,5R,6S)-6-((1R)-1-hydroxyethyl)-1-methyl-2-(7-methylthioimidazo[5,1-b]thiazol-2-yl)-1-carbapen-2-em-3-carboxylate). Starting materials: O[C@H](C)[C@@H]1[C@@H]2N(C(=C([C@@H]2C)C2=CN3C(S2)=C(N=C3)SC)C(=O)[O-])C1=O.[Na+] (sodium(1S,5R,6S)-6-((1R)-1-hydroxyethyl)-1-methyl-2-(7-methylthio-imidazo[5,1-b]thiazol-2-yl)-1-carbapen-2-em-3-carboxylate), CC(CCC)(OC(=O)OC(C)Cl)C (1-(1,1-dimethyl-1-butyloxycarbonyloxy)ethyl chloride), O (Water). RXN SMILES: [CH3:1][C:2]([CH3:13])([O:6][C:7]([O:9][CH:10](Cl)[CH3:11])=[O:8])[CH2:3][CH2:4][CH3:5].[OH:14][C@@H:15]([C@H:17]1[C:37](=[O:38])[N:19]2[C:20]([C:34]([O-:36])=[O:35])=[C:21]([C:24]3[S:28][C:27]4=[C:29]([S:32][CH3:33])[N:30]=[CH:31][N:26]4[CH:25]=3)[C@H:22]([CH3:23])[C@H:18]12)[CH3:16].[Na+].O>CN(C=O)C.[Ag]I>[OH:14][C@@H:15]([C@H:17]1[C:37](=[O:38])[N:19]2[C:20]([C:34]([O:36][CH:10]([O:9][C:7]([O:6][C:2]([CH3:13])([CH3:1])[CH2:3][CH2:4][CH3:5])=[O:8])[CH3:11])=[O:35])=[C:21]([C:24]3[S:28][C:27]4=[C:29]([S:32][CH3:33])[N:30]=[CH:31][N:26]4[CH:25]=3)[C@H:22]([CH3:23])[C@H:18]12)[CH3:16] |f:1.2|. Starting materials: NC1=C(C=CC=C1)C=CC1=CC=C(C=C1)OC(C)=O (acetic acid 4-[2-(2-aminophenyl)vinyl]phenyl ester), Cl.FC=1C=C(C(=O)Cl)C=CC1OCCN1CCCCC1 (3-fluoro-4-(2-piperidin-1-ylethoxy)benzoyl chloride hydrochloride). The product is FC=1C=C(CNC2=C(C=CC=C2)C=CC2=CC=C(C=C2)O)C=CC1OCCN1CCCCC1 (4-{2-{2-[3-Fluoro-4-(2-piperidin-1-ylethoxy)benzylamino]phenyl}vinyl}phenol). Yield: 63.1%. Reaction SMILES: [NH2:1][C:2]1[CH:7]=[CH:6][CH:5]=[CH:4][C:3]=1[CH:8]=[CH:9][C:10]1[CH:15]=[CH:14][C:13]([O:16]C(=O)C)=[CH:12][CH:11]=1.Cl.[F:21][C:22]1[CH:23]=[C:24]([CH:28]=[CH:29][C:30]=1[O:31][CH2:32][CH2:33][N:34]1[CH2:39][CH2:38][CH2:37][CH2:36][CH2:35]1)[C:25](Cl)=O>>[F:21][C:22]1[CH:23]=[C:24]([CH:28]=[CH:29][C:30]=1[O:31][CH2:32][CH2:33][N:34]1[CH2:39][CH2:38][CH2:37][CH2:36][CH2:35]1)[CH2:25][NH:1][C:2]1[CH:7]=[CH:6][CH:5]=[CH:4][C:3]=1[CH:8]=[CH:9][C:10]1[CH:11]=[CH:12][C:13]([OH:16])=[CH:14][CH:15]=1 |f:1.2|. Procedure: Synthesized from acetic acid 4-[2-(2-aminophenyl)vinyl]phenyl ester (328 mg) and 3-fluoro-4-(2-piperidin-1-ylethoxy)benzoyl chloride hydrochloride (500 mg) according to an analogous synthetic method to Example 152, the title compound (365 mg) was obtained. The reactants are ClC(=O)OCC1=CC=CC=C1 (Benzyl chloroformate), C1CCC12CNC[C@H]2NC(OC(C)(C)C)=O ((S)-tert-butyl 6-azaspiro[3.4]octan-8-ylcarbamate), C([O-])([O-])=O.[Na+].[Na+] (sodium carbonate). The solvent is ClCCl (dichloromethane), O (Water). Reaction conditions: time 45 minute. Yields the product C(C)(C)(C)OC(=O)N[C@@H]1CN(CC12CCC2)C(=O)OCC2=CC=CC=C2 ((S)-Benzyl 8-(tert-butyloxycarbonylamino)-6-azaspiro[3.4]octane-6-carboxylate). As a reaction SMILES: Cl[C:2]([O:4][CH2:5][C:6]1[CH:11]=[CH:10][CH:9]=[CH:8][CH:7]=1)=[O:3].[CH2:12]1[C:15]2([C@H:19]([NH:20][C:21](=[O:27])[O:22][C:23]([CH3:26])([CH3:25])[CH3:24])[CH2:18][NH:17][CH2:16]2)[CH2:14][CH2:13]1.C(=O)([O-])[O-].[Na+].[Na+]>ClCCl.O>[C:23]([O:22][C:21]([NH:20][C@H:19]1[C:15]2([CH2:14][CH2:13][CH2:12]2)[CH2:16][N:17]([C:2]([O:4][CH2:5][C:6]2[CH:11]=[CH:10][CH:9]=[CH:8][CH:7]=2)=[O:3])[CH2:18]1)=[O:27])([CH3:26])([CH3:24])[CH3:25] |f:2.3.4|. Reported procedure: Benzyl chloroformate (0.224 mL, 1.569 mmol) was added dropwise to a stirred solution of (S)-tert-butyl 6-azaspiro[3.4]octan-8-ylcarbamate (0.2368 g, 1.046 mmol) in dichloromethane (7 mL) and a solution of sodium carbonate (69.1 mg, 0.652 mmol) in Water (1.05 mL) @ 0° C. Stirring of the biphasic reaction was continued @ 0° C. for 45 minutes. +/−MS analysis after 16 hrs indicated that essentially no starting material remained (m/e 361.3, M+H for desired product). A small amount of water was added ... The reactants are BrC1=CC=CC(=N1)N1C2=CC=CC=C2C=2C=CC=CC12 (9-(6-bromo-2-pyridyl)carbazole), C1(=CC=CC=C1)P(=O)(C1=CC=CC=C1)Cl (diphenylphosphinic chloride). Product: C1=CC=CC=2C3=CC=CC=C3N(C12)C1=CC=CC(=N1)P(C1=CC=CC=C1)(C1=CC=CC=C1)=O ([6-(9-carbazolyl)-2-pyridyl]diphenylphosphine oxide). As a reaction SMILES: Br[C:2]1[N:7]=[C:6]([N:8]2[C:20]3[CH:19]=[CH:18][CH:17]=[CH:16][C:15]=3[C:14]3[C:9]2=[CH:10][CH:11]=[CH:12][CH:13]=3)[CH:5]=[CH:4][CH:3]=1.[C:21]1([P:27](Cl)([C:29]2[CH:34]=[CH:33][CH:32]=[CH:31][CH:30]=2)=[O:28])[CH:26]=[CH:25][CH:24]=[CH:23][CH:22]=1>>[CH:19]1[C:20]2[N:8]([C:6]3[N:7]=[C:2]([P:27](=[O:28])([C:29]4[CH:30]=[CH:31][CH:32]=[CH:33][CH:34]=4)[C:21]4[CH:26]=[CH:25][CH:24]=[CH:23][CH:22]=4)[CH:3]=[CH:4][CH:5]=3)[C:9]3[C:14](=[CH:13][CH:12]=[CH:11][CH:10]=3)[C:15]=2[CH:16]=[CH:17][CH:18]=1. Procedure: Compound 58 was synthesized from 9-(6-bromo-2-pyridyl)carbazole and diphenylphosphinic chloride as in Synthetic Example 1. Reactants: CC(C)(C)OC(=O)N1CCC(O)C1, CI, [H-], [Na+], CN(C)C=O. Yields the product COC1CCN(C(=O)OC(C)(C)C)C1. Reaction SMILES: [C:1]([CH3:2])([CH3:3])([CH3:4])[O:5][C:6](=[O:7])[N:8]1[CH2:9][CH:10]([OH:13])[CH2:11][CH2:12]1.[CH3:16][I:17].[H-:14].[Na+:15].[O:18]=[CH:19][N:20]([CH3:21])[CH3:22]>>[C:1]([CH3:2])([CH3:3])([CH3:4])[O:5][C:6](=[O:7])[N:8]1[CH2:9][CH:10]([O:13][CH3:16])[CH2:11][CH2:12]1. The reactants are Nc1cc(Cl)ccc1SCc1ccc([N+](=O)[O-])cc1, c1ccncc1, O=S(=O)(Cl)c1cc2ccccc2o1. Yields the product O=[N+]([O-])c1ccc(CSc2ccc(Cl)cc2NS(=O)(=O)c2cc3ccccc3o2)cc1. As a reaction SMILES: [Cl:1][c:2]1[cH:3][cH:4][c:5]([S:9][CH2:10][c:11]2[cH:12][cH:13][c:14]([N+:17](=[O:18])[O-:19])[cH:15][cH:16]2)[c:6]([NH2:7])[cH:8]1.[cH:33]1[cH:34][cH:35][n:36][cH:37][cH:38]1.[o:20]1[c:21]([S:29](=[O:30])(=[O:31])[Cl:32])[cH:22][c:23]2[c:24]1[cH:25][cH:26][cH:27][cH:28]2>>[Cl:1][c:2]1[cH:3][cH:4][c:5]([S:9][CH2:10][c:11]2[cH:12][cH:13][c:14]([N+:17](=[O:18])[O-:19])[cH:15][cH:16]2)[c:6]([NH:7][S:29]([c:21]2[o:20][c:24]3[c:23]([cH:22]2)[cH:28][cH:27][cH:26][cH:25]3)(=[O:30])=[O:31])[cH:8]1.